From a dataset of the Open Reaction Database (ORD), a public repository of structured organic reaction records. describe an organic reaction: reactants, conditions, products, and yield The reactants are C(C1=CC=CC=C1)OC=1C=C2C=CC(=CC2=CC1)O (6-(benzyloxy)-2-naphthol), ClCC(CCC=1C=NC=CC1)O ((±)-α-(chloromethyl)-3-pyridinepropanol), [OH-].[Na+] (sodium hydroxide). Run in C(C)O (ethanol), O (water). Yields the product C(C1=CC=CC=C1)OC=1C=C2C=CC(=CC2=CC1)OCC(CCC=1C=NC=CC1)O ((±)-α-(6-(Benzyloxy)-2-naphthyloxymethyl)-3-pyridinepropanol). Yield: 25.6%. RXN SMILES: [CH2:1]([O:8][C:9]1[CH:10]=[C:11]2[C:16](=[CH:17][CH:18]=1)[CH:15]=[C:14]([OH:19])[CH:13]=[CH:12]2)[C:2]1[CH:7]=[CH:6][CH:5]=[CH:4][CH:3]=1.Cl[CH2:21][CH:22]([OH:31])[CH2:23][CH2:24][C:25]1[CH:26]=[N:27][CH:28]=[CH:29][CH:30]=1.[OH-].[Na+]>C(O)C.O>[CH2:1]([O:8][C:9]1[CH:10]=[C:11]2[C:16](=[CH:17][CH:18]=1)[CH:15]=[C:14]([O:19][CH2:21][CH:22]([OH:31])[CH2:23][CH2:24][C:25]1[CH:26]=[N:27][CH:28]=[CH:29][CH:30]=1)[CH:13]=[CH:12]2)[C:2]1[CH:3]=[CH:4][CH:5]=[CH:6][CH:7]=1 |f:2.3|. Procedure details: Prepared according to the method described in Example 24b) from 6-(benzyloxy)-2-naphthol (2.2 g; Chem. Ber., (1965) 98, 1233), (±)-α-(chloromethyl)-3-pyridinepropanol (1.89 g; from Example 24a) above) and sodium hydroxide (0.8 g) in ethanol (30 ml) and water (10 ml) with heating at reflux for 6 hours to give the title compound as a solid (0.9 g). The reactants are Cc1cc(C(=O)O)ccc1C1=CC(C)(C)CC(C)(C)C1, c1ccc2c(c1)Cn1cccc1CN2. Product: Cc1cc(C(=O)N2Cc3cccn3Cc3ccccc32)ccc1C1=CC(C)(C)CC(C)(C)C1. RXN SMILES: [CH3:1][c:2]1[cH:3][c:4]([C:5](=[O:6])[OH:7])[cH:8][cH:9][c:10]1[C:11]1=[CH:12][C:13]([CH3:19])([CH3:20])[CH2:14][C:15]([CH3:17])([CH3:18])[CH2:16]1.[cH:21]1[cH:22][cH:23][n:24]2[c:25]1[CH2:26][NH:27][c:28]1[c:29]([cH:31][cH:32][cH:33][cH:34]1)[CH2:30]2>>[CH3:1][c:2]1[cH:3][c:4]([C:5](=[O:6])[N:27]2[CH2:26][c:25]3[cH:21][cH:22][cH:23][n:24]3[CH2:30][c:29]3[c:28]2[cH:34][cH:33][cH:32][cH:31]3)[cH:8][cH:9][c:10]1[C:11]1=[CH:12][C:13]([CH3:19])([CH3:20])[CH2:14][C:15]([CH3:17])([CH3:18])[CH2:16]1. The reactants are C(C1=CC=CC=C1)OC(NC1=C(C(=C(C=C1)F)C(=O)C1=CNC2=NC=C(C=C21)C#N)F)=O ([3-(5-cyano-1H-pyrrolo[2,3-b]pyridine-3-carbonyl)-2,4-difluoro-phenyl]-carbamic acid benzyl ester), C(C)#N (acetonitrile), C[Si](C)(C)I (trimethylsilyl iodide). The solvent is CO (methanol). Run at time 8 hour. Yields the product NC=1C(=C(C(=O)C2=CNC3=NC=C(C=C32)C#N)C(=CC1)F)F (3-(3-amino-2,6-difluoro-benzoyl)-1H-pyrrolo[2,3-b]pyridine-5-carbonitrile). Isolated yield 60.2%. RXN SMILES: C(OC(=O)[NH:10][C:11]1[CH:16]=[CH:15][C:14]([F:17])=[C:13]([C:18]([C:20]2[C:28]3[C:23](=[N:24][CH:25]=[C:26]([C:29]#[N:30])[CH:27]=3)[NH:22][CH:21]=2)=[O:19])[C:12]=1[F:31])C1C=CC=CC=1.C(#N)C.C[Si](I)(C)C>CO>[NH2:10][C:11]1[C:12]([F:31])=[C:13]([C:14]([F:17])=[CH:15][CH:16]=1)[C:18]([C:20]1[C:28]2[C:23](=[N:24][CH:25]=[C:26]([C:29]#[N:30])[CH:27]=2)[NH:22][CH:21]=1)=[O:19]. Procedure: To a reaction vessel, [3-(5-cyano-1H-pyrrolo[2,3-b]pyridine-3-carbonyl)-2,4-difluoro-phenyl]-carbamic acid benzyl ester (27, 1.78 g, 4.12 mmol), 36 mL of anhydrous acetonitrile and trimethylsilyl iodide (3.29 g, 16.47 mmol) were added under nitrogen and the reaction was stirred at room temperature overnight. The reaction mixture was diluted with 20 mL of methanol and the solvents removed under vacuum. The residue was diluted with 50 mL of 2 M sodium hydroxide, and extracted with 3×50 mL of ethyl... The product is C(C)(C)(C)OC(=O)N1C[C@H]2CC3=CC=C(N=C3N2[C@@H](C1)C)Br ((4R,9aR)-6-Bromo-4-methyl-3,4,9,9a-tetrahydro-1H-2,4a,5-triaza-fluorene-2-carboxylic acid tert-butyl ester). Starting materials: ClC=1N=C2N3[C@@H](CNC(C3=CC2=CC1)=O)C ((R)-6-chloro-4-methyl-3,4-dihydro-2H-2,4a,5-triaza-fluoren-1-one), C(C)(C)(C)OC(=O)N1CC2=CC3=CC=C(N=C3N2[C@@H](C1)C)Br ((R)-6-bromo-4-methyl-3,4-dihydro-1H-2,4a,5-triaza-fluorene-2-carboxylic acid tert-butyl ester), C(#N)[BH3-].[Na+] (sodium cyano borohydride). Procedure: This compound was prepared in analogy to Example 2, intermediate b) from (R)-6-bromo-4-methyl-3,4-dihydro-1H-2,4a,5-triaza-fluorene-2-carboxylic acid tert-butyl ester and sodium cyano borohydride. RXN SMILES: ClC1N=C2C(=CC=1)C=C1N2[C@H](C)CNC1=O.[C:17]([O:21][C:22]([N:24]1[CH2:36][C@@H:35]([CH3:37])[N:34]2[C:26](=[CH:27][C:28]3[C:33]2=[N:32][C:31]([Br:38])=[CH:30][CH:29]=3)[CH2:25]1)=[O:23])([CH3:20])([CH3:19])[CH3:18].C([BH3-])#N.[Na+]>>[C:17]([O:21][C:22]([N:24]1[CH2:36][C@@H:35]([CH3:37])[N:34]2[C@H:26]([CH2:27][C:28]3[C:33]2=[N:32][C:31]([Br:38])=[CH:30][CH:29]=3)[CH2:25]1)=[O:23])([CH3:20])([CH3:18])[CH3:19] |f:2.3|. Product: CC[Si](CC)(CC)c2ccc1cc(C(=O)OC)ccc1c2. Reactants: COC(=O)c2ccc1cc(OC(=O)C(C)(C)C)ccc1c2 (substrate), CC[Si](CC)(CC)B1OC(C)(C)C(C)(C)O1 (effective_coupling_partner). Reaction conditions: temperature 80 celsius, time 8.5 hour. Reagents/catalysts: PCy3. Reactants: C(C1=CC=CC=C1)OC(=O)C1(C(C1)(CCC)CCC)C#N (1-cyano-2,2-dipropyl-cyclopropanecarboxylic acid benzyl ester). Reagents/catalysts: [Pt](=O)=O (platinum dioxide). Solvent: CO.Cl (MeOH—HCl). Reaction conditions: time 21 hour. The product is NCC1(C(C1)(CCC)CCC)C(=O)O (1-aminomethyl-2,2-dipropyl-cyclopropanecarboxylic acid). Isolated yield 25.2%. Reaction SMILES: C([O:8][C:9]([C:11]1([C:20]#[N:21])[CH2:13][C:12]1([CH2:17][CH2:18][CH3:19])[CH2:14][CH2:15][CH3:16])=[O:10])C1C=CC=CC=1>CO.Cl.[Pt](=O)=O>[NH2:21][CH2:20][C:11]1([C:9]([OH:10])=[O:8])[CH2:13][C:12]1([CH2:14][CH2:15][CH3:16])[CH2:17][CH2:18][CH3:19] |f:1.2|. Procedure details: To a solution of 1-cyano-2,2-dipropyl-cyclopropanecarboxylic acid benzyl ester (0.35 g, 1.79 mmol) in 16 mL MeOH—HCl was added platinum dioxide (PtO2) (0.035 g). The mixture was hydrogenated in a Parr shaker at 48 psi for 21 hours. The mixture was filtered and concentrated. Flash chromatography of the residue on silica gel (0.25:1.25:3.5 conc. ammonium hydroxide (NH4OH) (aq):MeOH:CH2Cl2), followed by ion-exchange chromatography on a DOWEX-50WX8-100 resin provided 0.09 g (18%) of 1-aminomethyl-2,... Starting materials: C1(CCCCC1)=O (cyclohexanone), [N+](=O)([O-])C (nitromethane), 5-diazabicyclo-[4.3.0, CCCCC=CCCC (non-5-ene). Solvent: C(C)(C)O (isopropanol). The product is [N+](=O)([O-])CC1CC(CCC1)=O (3-(nitromethyl)cyclohexanone). The yield is 100.0%. RXN SMILES: [C:1]1(=[O:7])[CH2:6][CH2:5][CH2:4][CH2:3][CH2:2]1.[N+:8]([CH3:11])([O-:10])=[O:9].CCCCC=CCCC>C(O)(C)C>[N+:8]([CH2:11][CH:3]1[CH2:4][CH2:5][CH2:6][C:1](=[O:7])[CH2:2]1)([O-:10])=[O:9]. Reported procedure: 21.9 g of cyclohexanone are left to stand together with 175 ml of nitromethane and 2.1 g of 5-diazabicyclo-[4.3.0.]non-5-ene (DBN) in 250 ml of isopropanol at room temperature for 2 days The working up is carried out in analogy to the procedure for Example 1 and provides 37.2 g (100% of theory) of 3-(nitromethyl)cyclohexanone which is pure enough for the next reaction. The reactants are C(C1CO1)OC1=CC=C(C=C1)CCOC ((+)-4-(2-methoxyethyl)-phenyl glycidyl ether), C(C)(C)N (isopropylamine). Solvent: C(C)O (ethanol). The product is CC(C)NC[C@@H](COC1=CC=C(C=C1)CCOC)O ((-)metoprolol). As a reaction SMILES: [CH2:1]([O:5][C:6]1[CH:11]=[CH:10][C:9]([CH2:12][CH2:13][O:14][CH3:15])=[CH:8][CH:7]=1)[CH:2]1[O:4][CH2:3]1.[CH:16]([NH2:19])([CH3:18])[CH3:17]>C(O)C>[CH3:17][CH:16]([NH:19][CH2:3][C@H:2]([OH:4])[CH2:1][O:5][C:6]1[CH:11]=[CH:10][C:9]([CH2:12][CH2:13][O:14][CH3:15])=[CH:8][CH:7]=1)[CH3:18]. Procedure details: A solution of 290 mg of (+)-4-(2-methoxyethyl)-phenyl glycidyl ether of Example 1 in 6.2 ml of dried ethanol containing 1.84 ml of isopropylamine was heated at reflux for 3 hours after which the sovents were removed by evaporation The resulting oil was dissolved in 10 ml of methylene chloride and the solution was extracted with 10 ml of 0.2N HCl which was then washed twice with 10 ml of methylene chloride. The acid layer was made basic with 3 ml of 2N NaOH and the product was extracted with 10 m... The reactants are C(C)(=O)OC1=C(C(=CC(=C1OC)[N+](=O)[O-])C=O)Cl (2-chloro-3-formyl-6-methoxy-5-nitrophenyl acetate), [OH-].[Na+] (sodium hydroxide). Solvent: CO (methanol). Run at time 1 hour. The product is ClC1=C(C=O)C=C(C(=C1O)OC)[N+](=O)[O-] (2-chloro-3-hydroxy-5-nitro-p-anisaldehyde). Reaction SMILES: C([O:4][C:5]1[C:10]([O:11][CH3:12])=[C:9]([N+:13]([O-:15])=[O:14])[CH:8]=[C:7]([CH:16]=[O:17])[C:6]=1[Cl:18])(=O)C.[OH-].[Na+]>CO>[Cl:18][C:6]1[C:5]([OH:4])=[C:10]([O:11][CH3:12])[C:9]([N+:13]([O-:15])=[O:14])=[CH:8][C:7]=1[CH:16]=[O:17] |f:1.2|. Procedure details: 35.8 g Of 2-chloro-3-formyl-6-methoxy-5-nitrophenyl acetate are dissolved in 300 ml of methanol. After adding 145 ml of 1N sodium hydroxide solution the mixture is stirred at 23° for 1 hour. After evaporation of the methanol, the residue is diluted with ice-water, made acid with 2N hydrochloric acid and extracted twice with 400 ml of ethyl acetate each time. The organic phases are washed with saturated sodium chloride solution, dried over sodium sulfate and evaporated. The residue is recrystalli...